From a dataset of the Open Reaction Database (ORD), a public repository of structured organic reaction records. describe an organic reaction: reactants, conditions, products, and yield The reactants are COCOc1nn(-c2ccccc2)cc1C=Cc1csc(COC(=O)c2ccccc2)n1, CO, Cl. Product: O=C(OCc1nc(C=Cc2cn(-c3ccccc3)nc2O)cs1)c1ccccc1. As a reaction SMILES: [C:1]([c:2]1[cH:3][cH:4][cH:5][cH:6][cH:7]1)(=[O:8])[O:9][CH2:10][c:11]1[s:12][cH:13][c:14]([CH:16]=[CH:17][c:18]2[c:19]([O:29][CH2:30][O:31][CH3:32])[n:20][n:21](-[c:23]3[cH:24][cH:25][cH:26][cH:27][cH:28]3)[cH:22]2)[n:15]1.[CH3:34][OH:35].[ClH:33]>>[C:1]([c:2]1[cH:3][cH:4][cH:5][cH:6][cH:7]1)(=[O:8])[O:9][CH2:10][c:11]1[s:12][cH:13][c:14]([CH:16]=[CH:17][c:18]2[c:19]([OH:29])[n:20][n:21](-[c:23]3[cH:24][cH:25][cH:26][cH:27][cH:28]3)[cH:22]2)[n:15]1. Starting materials: O=C([O-])[O-], C=CCc1ccc(O)cc1, COc1ccc(CCl)cc1, CC(C)=O, [I-], [K+], [K+], [K+], O. RXN SMILES: [C:21](=[O:22])([O-:23])[O-:24].[CH2:1]([CH:2]=[CH2:3])[c:4]1[cH:5][cH:6][c:7]([OH:10])[cH:8][cH:9]1.[CH3:11][O:12][c:13]1[cH:14][cH:15][c:16]([CH2:17][Cl:18])[cH:19][cH:20]1.[CH3:30][C:31](=[O:32])[CH3:33].[I-:28].[K+:25].[K+:26].[K+:27].[OH2:29]>>[CH2:1]([CH:2]=[CH2:3])[c:4]1[cH:5][cH:6][c:7]([O:10][CH2:17][c:16]2[cH:15][cH:14][c:13]([O:12][CH3:11])[cH:20][cH:19]2)[cH:8][cH:9]1. Yields the product C=CCc1ccc(OCc2ccc(OC)cc2)cc1.